Dataset: the Open Reaction Database (ORD), a public repository of structured organic reaction records. Task: describe an organic reaction: reactants, conditions, products, and yield Starting materials: CC(C)(C)c1nc2cc(S(=O)(=O)Cl)ccc2n1CC1CCOCC1, O=C(NC1CC1)C1CC[NH2+]C1, CCN(C(C)C)C(C)C, O=C([O-])C(F)(F)F. Product: CC(C)(C)c1nc2cc(S(=O)(=O)N3CCC(C(=O)NC4CC4)C3)ccc2n1CC1CCOCC1, O=C(O)C(F)(F)F. RXN SMILES: [C:1]([CH3:2])([CH3:3])([CH3:4])[c:5]1[n:6][c:7]2[c:8]([n:9]1[CH2:10][CH:11]1[CH2:12][CH2:13][O:14][CH2:15][CH2:16]1)[cH:17][cH:18][c:19]([S:21](=[O:22])(=[O:23])[Cl:24])[cH:20]2.[CH:32]1([NH:35][C:36](=[O:37])[CH:38]2[CH2:39][NH2+:40][CH2:41][CH2:42]2)[CH2:33][CH2:34]1.[CH:43]([N:44]([CH2:45][CH3:46])[CH:47]([CH3:48])[CH3:49])([CH3:50])[CH3:51].[F:25][C:26]([C:27](=[O:28])[O-:29])([F:30])[F:31]>>[C:1]([CH3:2])([CH3:3])([CH3:4])[c:5]1[n:6][c:7]2[c:8]([n:9]1[CH2:10][CH:11]1[CH2:12][CH2:13][O:14][CH2:15][CH2:16]1)[cH:17][cH:18][c:19]([S:21](=[O:22])(=[O:23])[N:40]1[CH2:39][CH:38]([C:36]([NH:35][CH:32]3[CH2:33][CH2:34]3)=[O:37])[CH2:42][CH2:41]1)[cH:20]2.[F:25][C:26]([C:27](=[O:28])[OH:29])([F:30])[F:31]. Reactants: C[O-], CN(C)C=O, Cl, [Na+], O, COc1cccc(NC(=O)c2cc(C)sc2Br)c1O. Product: COc1cccc2c1Oc1sc(C)cc1C(=O)N2. As a reaction SMILES: [CH3:20][O-:21].[CH3:25][N:26]([CH3:27])[CH:28]=[O:29].[ClH:24].[Na+:22].[OH2:23].[OH:1][c:2]1[c:3]([NH:10][C:11](=[O:12])[c:13]2[c:14]([Br:19])[s:15][c:16]([CH3:18])[cH:17]2)[cH:4][cH:5][cH:6][c:7]1[O:8][CH3:9]>>[O:1]1[c:2]2[c:3]([cH:4][cH:5][cH:6][c:7]2[O:8][CH3:9])[NH:10][C:11](=[O:12])[c:13]2[c:14]1[s:15][c:16]([CH3:18])[cH:17]2. Starting materials: CS(=O)(=O)NC1=CC=C(OC2=CC=C(C=O)C=C2)C=C1 (4-(4-methylsulfonylaminophenoxy)benzaldehyde), C(C)(=O)O (acetic acid), ClCCNCCCl (N,N-bis(2-chloroethyl)amine), C(C)(=O)O[BH-](OC(C)=O)OC(C)=O.[Na+] (Sodium triacetoxyborohydride). Run in CN(C=O)C (dimethylformamide), O (Water). Run at time 10 minute. The product is ClCCN(CCCl)CC1=CC=C(OC2=CC=C(C=C2)NS(=O)(=O)C)C=C1 (N-(4-(4-bis(2-chloroethyl)aminomethylphenoxy)phenyl)methanesulfonamide). Yield: 43.4%. As a reaction SMILES: [CH3:1][S:2]([NH:5][C:6]1[CH:20]=[CH:19][C:9]([O:10][C:11]2[CH:18]=[CH:17][C:14]([CH:15]=O)=[CH:13][CH:12]=2)=[CH:8][CH:7]=1)(=[O:4])=[O:3].C(O)(=O)C.[Cl:25][CH2:26][CH2:27][NH:28][CH2:29][CH2:30][Cl:31].C(O[BH-](OC(=O)C)OC(=O)C)(=O)C.[Na+]>CN(C)C=O.O>[Cl:25][CH2:26][CH2:27][N:28]([CH2:15][C:14]1[CH:17]=[CH:18][C:11]([O:10][C:9]2[CH:19]=[CH:20][C:6]([NH:5][S:2]([CH3:1])(=[O:4])=[O:3])=[CH:7][CH:8]=2)=[CH:12][CH:13]=1)[CH2:29][CH2:30][Cl:31] |f:3.4|. Procedure: To a solution of 4-(4-methylsulfonylaminophenoxy)benzaldehyde (1.27 g) in dimethylformamide (5 mL)/acetic acid (0.5 mL) was added N,N-bis(2-chloroethyl)amine (856 mg) and the solution was stirred at room temperature for 10 minutes. Sodium triacetoxyborohydride (31.39 g) was added to the solution, which was stirred at room temperature overnight. Water was added to the reaction mixture, which was extracted with ethyl acetate three times. The extract was washed with brine (30 mL), dried over anhydr... The reactants are Br, CC(=O)O, Br[Cu]Br, O=N[O-], CCOC(=O)c1cncn1-c1c(CC)ccc(N)c1CC, NC(N)=O, [Na+], O=N[O-], O. Yields the product CCOC(=O)c1cncn1-c1c(CC)ccc(Br)c1CC. RXN SMILES: [BrH:22].[CH3:38][C:39](=[O:40])[OH:41].[Cu:35]([Br:36])[Br:37].[N:23]([O-:24])=[O:25].[NH2:1][c:2]1[c:3]([CH2:20][CH3:21])[c:4](-[n:10]2[cH:11][n:12][cH:13][c:14]2[C:15](=[O:16])[O:17][CH2:18][CH3:19])[c:5]([CH2:8][CH3:9])[cH:6][cH:7]1.[NH2:30][C:31](=[O:32])[NH2:33].[Na+:26].[O-:27][N:28]=[O:29].[OH2:34]>>[c:2]1([Br:22])[c:3]([CH2:20][CH3:21])[c:4](-[n:10]2[cH:11][n:12][cH:13][c:14]2[C:15](=[O:16])[O:17][CH2:18][CH3:19])[c:5]([CH2:8][CH3:9])[cH:6][cH:7]1.